Dataset: the Open Reaction Database (ORD), a public repository of structured organic reaction records. Task: describe an organic reaction: reactants, conditions, products, and yield Reactants: C(O)([O-])=O.[Na+] (sodium hydrogen carbonate), N1=C(C=CC=C1)C1=NOC(=N1)CCC(=O)O (3-[3-(2-Pyridinyl)-1,2,4-oxadiazol-5-yl]propanoic acid), N,N′-carbonyldiimidazole, ClC1=C(C=C(CN2CCC(CC2)N)C=C1)F (1-(4-Chloro-3-fluorobenzyl)-4-piperidinamine). Solvent: ClCCl (dichloromethane). Run at time 2 hour. Product: ClC1=C(C=C(CN2CCC(CC2)NC(CCC2=NC(=NO2)C2=NC=CC=C2)=O)C=C1)F (N-[1-(4-Chloro-3-fluorobenzyl)-4-piperidinyl]-3-[3-(2-pyridinyl)-1,2,4-oxadiazol-5-yl]propanamide). As a reaction SMILES: [N:1]1[CH:6]=[CH:5][CH:4]=[CH:3][C:2]=1[C:7]1[N:11]=[C:10]([CH2:12][CH2:13][C:14]([OH:16])=O)[O:9][N:8]=1.[Cl:17][C:18]1[CH:31]=[CH:30][C:21]([CH2:22][N:23]2[CH2:28][CH2:27][CH:26]([NH2:29])[CH2:25][CH2:24]2)=[CH:20][C:19]=1[F:32].C(=O)([O-])O.[Na+]>ClCCl>[Cl:17][C:18]1[CH:31]=[CH:30][C:21]([CH2:22][N:23]2[CH2:28][CH2:27][CH:26]([NH:29][C:14](=[O:16])[CH2:13][CH2:12][C:10]3[O:9][N:8]=[C:7]([C:2]4[CH:3]=[CH:4][CH:5]=[CH:6][N:1]=4)[N:11]=3)[CH2:25][CH2:24]2)=[CH:20][C:19]=1[F:32] |f:2.3|. Procedure details: 3-[3-(2-Pyridinyl)-1,2,4-oxadiazol-5-yl]propanoic acid (0.136 g) and N,N′-carbonyldiimidazole (0.114 g) were stirred in dichloromethane (10 ml) under nitrogen for 1 hour. 1-(4-Chloro-3-fluorobenzyl)-4-piperidinamine (0.150 g) was then added and left to stir for 2 hours. Saturated sodium hydrogen carbonate was added to the reaction, with the resulting solution being extracted three times with dichloromethane. The pooled organic phases were washed once with water, once with brine, dried over magne... The reactants are Cc1ccccc1, C=C(c1ccccc1OC)c1ccccc1OC, COc1ccccc1, COCCO[AlH2-]OCCOC, CCCCCC, [Na+]. Yields the product COc1ccccc1C(C)(C)c1ccccc1OC. As a reaction SMILES: [CH3:19][c:20]1[cH:21][cH:22][cH:23][cH:24][cH:25]1.[CH3:1][O:2][c:3]1[c:4]([C:9](=[CH2:10])[c:11]2[c:12]([O:17][CH3:18])[cH:13][cH:14][cH:15][cH:16]2)[cH:5][cH:6][cH:7][cH:8]1.[CH3:26][O:27][c:28]1[cH:29][cH:30][cH:31][cH:32][cH:33]1.[CH3:35][O:36][CH2:37][CH2:38][O:39][AlH2-:40][O:41][CH2:42][CH2:43][O:44][CH3:45].[CH3:46][CH2:47][CH2:48][CH2:49][CH2:50][CH3:51].[Na+:34]>>[CH3:1][O:2][c:3]1[c:4]([C:9]([CH3:10])([c:11]2[c:12]([O:17][CH3:18])[cH:13][cH:14][cH:15][cH:16]2)[CH3:19])[cH:5][cH:6][cH:7][cH:8]1. Starting materials: FC1(F)CCC(CBr)CC1, O=C([O-])[O-], CN(C)C=O, N#CC(C#N)CCC(F)(F)F, [K+], [K+], O. The product is N#CC(C#N)(CCC(F)(F)F)CC1CCC(F)(F)CC1. Reaction SMILES: [Br:12][CH2:13][CH:14]1[CH2:15][CH2:16][C:17]([F:20])([F:21])[CH2:18][CH2:19]1.[C:22](=[O:23])([O-:24])[O-:25].[CH3:29][N:30]([CH3:31])[CH:32]=[O:33].[F:1][C:2]([CH2:3][CH2:4][CH:5]([C:6]#[N:7])[C:8]#[N:9])([F:10])[F:11].[K+:26].[K+:27].[OH2:28]>>[F:1][C:2]([CH2:3][CH2:4][C:5]([C:6]#[N:7])([C:8]#[N:9])[CH2:13][CH:14]1[CH2:15][CH2:16][C:17]([F:20])([F:21])[CH2:18][CH2:19]1)([F:10])[F:11]. Reactants: O=C1NC(=O)C2C1CCC(Br)C2Br, O=C(Cl)c1cc(Br)ccc1Br, c1ccncc1, c1ccccc1. Yields the product O=C(c1cc(Br)ccc1Br)N1C(=O)C2CCC(Br)C(Br)C2C1=O. As a reaction SMILES: [Br:1][CH:2]1[CH:3]2[CH:4]([C:5](=[O:6])[NH:7][C:8]2=[O:9])[CH2:10][CH2:11][CH:12]1[Br:13].[Br:20][c:21]1[c:22]([C:23](=[O:24])[Cl:25])[cH:26][c:27]([Br:30])[cH:28][cH:29]1.[cH:14]1[cH:15][cH:16][n:17][cH:18][cH:19]1.[cH:31]1[cH:32][cH:33][cH:34][cH:35][cH:36]1>>[Br:1][CH:2]1[CH:3]2[CH:4]([C:5](=[O:6])[N:7]([C:23]([c:22]3[c:21]([Br:20])[cH:29][cH:28][c:27]([Br:30])[cH:26]3)=[O:24])[C:8]2=[O:9])[CH2:10][CH2:11][CH:12]1[Br:13].